This data is from the Open Reaction Database (ORD), a public repository of structured organic reaction records. The task is: describe an organic reaction: reactants, conditions, products, and yield Yield: 25.8%. RXN SMILES: [F:1][C:2]([F:23])([F:22])[C:3]1[CH:4]=[C:5]([CH:19]=[CH:20][CH:21]=1)[C:6]([NH:8][C:9]1[CH:10]=[CH:11][C:12]([Cl:18])=[C:13]([CH:17]=1)[C:14]([OH:16])=O)=[O:7].ClC1N=C(OC)N=C(OC)N=1.CN1CCOCC1.[C:42]([O:46][C:47]([N:49]1[CH2:54][CH2:53][CH:52]([S:55]([C:58]2[CH:63]=[CH:62][C:61]([NH:64][C:65]3[N:70]=[CH:69][C:68]([NH2:71])=[CH:67][N:66]=3)=[CH:60][CH:59]=2)(=[O:57])=[O:56])[CH2:51][CH2:50]1)=[O:48])([CH3:45])([CH3:44])[CH3:43]>C(Cl)Cl>[C:42]([O:46][C:47]([N:49]1[CH2:50][CH2:51][CH:52]([S:55]([C:58]2[CH:59]=[CH:60][C:61]([NH:64][C:65]3[N:70]=[CH:69][C:68]([NH:71][C:14](=[O:16])[C:13]4[CH:17]=[C:9]([NH:8][C:6](=[O:7])[C:5]5[CH:19]=[CH:20][CH:21]=[C:3]([C:2]([F:23])([F:22])[F:1])[CH:4]=5)[CH:10]=[CH:11][C:12]=4[Cl:18])=[CH:67][N:66]=3)=[CH:62][CH:63]=2)(=[O:56])=[O:57])[CH2:53][CH2:54]1)=[O:48])([CH3:45])([CH3:43])[CH3:44]. Procedure: Intermediate 1 (Example 2) (0.098 g, 0.286 mmol) was combined with 2-chloro-4,6-dimethoxy-1,3,5-triazine (CDMT) (0.060 g, 0.343 mmol) and diluted with DCM (4 mL). This was immediately treated with 4-methyl morpholine (0.063 mL, 0.55 mmol) and allowed to stir at ambient temperature for 1 h. Intermediate 13 (Example 20) (0.130 g, 0.3 mmol) was then added in one portion. Stirring was continued overnight. After 18 h, reaction solvents were removed and resulting crude solids were purified via HPLC to... Reaction conditions: time 1 hour. Yields the product C(C)(C)(C)OC(=O)N1CCC(CC1)S(=O)(=O)C1=CC=C(C=C1)NC1=NC=C(C=N1)NC(C1=C(C=CC(=C1)NC(C1=CC(=CC=C1)C(F)(F)F)=O)Cl)=O (4-(4-{5-[2-Chloro-5-(3-Trifluoromethyl-Benzoylamino)-Benzoylamino]-Pyrimidin-2-ylamino}-Benzenesulfonyl)-Piperidine-1-Carboxylic Acid tert-Butyl Ester). Reactants: FC(C=1C=C(C(=O)NC=2C=CC(=C(C(=O)O)C2)Cl)C=CC1)(F)F (5-(3-(Trifluoromethyl)Benzamido)-2-Chlorobenzoic Acid), C(C)(C)(C)OC(=O)N1CCC(CC1)S(=O)(=O)C1=CC=C(C=C1)NC1=NC=C(C=N1)N (4-[4-(5-Amino-Pyrimidin-2-ylamino)-Benzenesulfonyl]-Piperidine-1-Carboxylic Acid tert-Butyl Ester), ClC1=NC(=NC(=N1)OC)OC (2-chloro-4,6-dimethoxy-1,3,5-triazine), CN1CCOCC1 (4-methyl morpholine). Solvent: C(Cl)Cl (DCM). Reactants: NC1=CC=C(C2=CC=CC=C12)Br (1-amino-4-bromonaphthalene), C(#N)[Cu] (CuCN). Reagents/catalysts: [Cu]I (CuI). The solvent is CN(C)C=O (DMF). Reaction conditions: temperature 120 celsius. Yields the product NC1=CC=C(C2=CC=CC=C12)C#N (1-Amino-4-cyanonaphthalene). Reaction SMILES: [NH2:1][C:2]1[C:11]2[C:6](=[CH:7][CH:8]=[CH:9][CH:10]=2)[C:5](Br)=[CH:4][CH:3]=1.[C:13]([Cu])#[N:14]>CN(C=O)C.[Cu]I>[NH2:1][C:2]1[C:11]2[C:6](=[CH:7][CH:8]=[CH:9][CH:10]=2)[C:5]([C:13]#[N:14])=[CH:4][CH:3]=1. Procedure: To a stirred solution of 1-amino-4-bromonaphthalene (5 g, 22.5 mmol) in DMF (30 mL) was added CuCN (10.1 g, 112.5 mmol), CuI (8.7 g, 45 mmol) and the mixture was heated to 120° C. in a sealed tube for 24 h. After completion of the reaction (TLC), the mixture was filtered and the filtrate was evaporated to give the crude product which was purified by column chromatography over silica gel (EtOAc in Hexanes, 5%) to furnish the desired compound. Starting materials: CO, C[Si](C)(C)C#Cc1ccc(F)c(OCCC(F)F)c1, [K+], [K+], O=C([O-])[O-]. Product: C#Cc1ccc(F)c(OCCC(F)F)c1. RXN SMILES: [CH3:26][OH:27].[F:1][CH:2]([CH2:3][CH2:4][O:5][c:6]1[cH:7][c:8]([C:13]#[C:14][Si:15]([CH3:16])([CH3:17])[CH3:18])[cH:9][cH:10][c:11]1[F:12])[F:19].[K+:20].[K+:21].[O-:22][C:23]([O-:24])=[O:25]>>[F:1][CH:2]([CH2:3][CH2:4][O:5][c:6]1[cH:7][c:8]([C:13]#[CH:14])[cH:9][cH:10][c:11]1[F:12])[F:19]. Starting materials: ClC1=CC=C2C(N(C(C2=C1)CC(=O)OCC)CC(C)C)=O (ethyl (6-chloro-2-isobutyl-3-oxo-2,3-dihydro-1H-isoindol-1-yl)acetate), ClC=1C=C2C(N(C(C2=CC1)CC(=O)OCC)CC(C)C)=O (ethyl (5-chloro-2-isobutyl-3-oxo-2,3-dihydro-1H-isoindol-1-yl)acetate), [Na] (sodium), [Cl-].NC(=[NH2+])N (guanidinium chloride). The solvent is C(C)O (ethanol), C(C)O (ethanol). Run at temperature 20 celsius, time 18 hour. Product: ClC1=CC=C2C(N(C(C2=C1)CC(=O)NC(=N)N)CC(C)C)=O (N-[(6-chloro-2-isobutyl-3-oxo-2,3-dihydro-1H-isoindol-1-yl)acetyl]guanidine), ClC=1C=C2C(N(C(C2=CC1)CC(=O)NC(=N)N)CC(C)C)=O (N-[(5-chloro-2-isobutyl-3-oxo-2,3-dihydro-1H-isoindol-1-yl)acetyl]guanidine). Reaction SMILES: [Na].[Cl-].[NH2:3][C:4]([NH2:6])=[NH2+:5].[Cl:7][C:8]1[CH:9]=[C:10]2[C:14](=[CH:15][CH:16]=1)[CH:13]([CH2:17][C:18](OCC)=[O:19])[N:12]([CH2:23][CH:24]([CH3:26])[CH3:25])[C:11]2=[O:27].[Cl:28][C:29]1[CH:37]=[C:36]2[C:32]([C:33](=[O:48])[N:34]([CH2:44][CH:45]([CH3:47])[CH3:46])[CH:35]2[CH2:38][C:39](OCC)=[O:40])=[CH:31][CH:30]=1>C(O)C>[Cl:28][C:29]1[CH:37]=[C:36]2[C:32]([C:33](=[O:48])[N:34]([CH2:44][CH:45]([CH3:46])[CH3:47])[CH:35]2[CH2:38][C:39]([NH:5][C:4]([NH2:6])=[NH:3])=[O:40])=[CH:31][CH:30]=1.[Cl:7][C:8]1[CH:9]=[C:10]2[C:14](=[CH:15][CH:16]=1)[CH:13]([CH2:17][C:18]([NH:5][C:4]([NH2:6])=[NH:3])=[O:19])[N:12]([CH2:23][CH:24]([CH3:25])[CH3:26])[C:11]2=[O:27] |f:1.2,^1:0|. Procedure: N-[(5-Chloro-2-isobutyl-3-oxo-2,3-dihydro-1H-isoindol-1-yl)acetyl]guanidine and N-[(6-chloro-2-isobutyl-3-oxo-2,3-dihydro-1H-isoindol-1-yl)acetyl]guanidine are prepared as described in Example 9, starting with 20 cm3 of absolute ethanol, 0.35 g of sodium, 1.46 g of guanidinium chloride and 3.1 g of ethyl (5-chloro-2-isobutyl-3-oxo-2,3-dihydro-1H-isoindol-1-yl)acetate and ethyl (6-chloro-2-isobutyl-3-oxo-2,3-dihydro-1H-isoindol-1-yl)acetate in 15 cm3 of absolute ethanol. The reaction mixture is s... Reactants: CI, CCCCCC, [Li]CCCC, N#CC1CN(C(c2ccccc2)c2ccccc2)C1, CC(C)NC(C)C, [Cl-], Cl, [NH4+], C1CCOC1. The product is CC1(C#N)CN(C(c2ccccc2)c2ccccc2)C1. RXN SMILES: [CH3:32][I:33].[CH3:42][CH2:43][CH2:44][CH2:45][CH2:46][CH3:47].[CH3:8][CH2:9][CH2:10][CH2:11][Li:12].[CH:13]([c:14]1[cH:15][cH:16][cH:17][cH:18][cH:19]1)([c:20]1[cH:21][cH:22][cH:23][cH:24][cH:25]1)[N:26]1[CH2:27][CH:28]([C:30]#[N:31])[CH2:29]1.[CH:1]([NH:2][CH:3]([CH3:4])[CH3:5])([CH3:6])[CH3:7].[Cl-:34].[ClH:36].[NH4+:35].[O:37]1[CH2:38][CH2:39][CH2:40][CH2:41]1>>[CH3:1][C:28]1([C:30]#[N:31])[CH2:27][N:26]([CH:13]([c:14]2[cH:15][cH:16][cH:17][cH:18][cH:19]2)[c:20]2[cH:21][cH:22][cH:23][cH:24][cH:25]2)[CH2:29]1.